Dataset: the Open Reaction Database (ORD), a public repository of structured organic reaction records. Task: describe an organic reaction: reactants, conditions, products, and yield The reactants are CC(=O)OO, NN=C(c1ccccc1)c1ccccc1, CN(C)C=O, I, [NH4+], [OH-]. Product: [N-]=[N+]=C(c1ccccc1)c1ccccc1. As a reaction SMILES: [C:19]([O:20][OH:21])(=[O:22])[CH3:23].[C:1]([c:2]1[cH:3][cH:4][cH:5][cH:6][cH:7]1)([c:8]1[cH:9][cH:10][cH:11][cH:12][cH:13]1)=[N:14][NH2:15].[CH3:24][N:25]([CH3:26])[CH:27]=[O:28].[I:16].[NH4+:17].[OH-:18]>>[C:1]([c:2]1[cH:3][cH:4][cH:5][cH:6][cH:7]1)([c:8]1[cH:9][cH:10][cH:11][cH:12][cH:13]1)=[N+:14]=[N-:15].